This data is from the Open Reaction Database (ORD), a public repository of structured organic reaction records. The task is: describe an organic reaction: reactants, conditions, products, and yield The reactants are NC1=NNC2=C(C=CC=C12)I (3-amino-7-iodoindazole), Cl (hydrogen chloride), C(C)OCC (diethyl ether). Run in C(C)O (ethyl alcohol). The product is Cl.NC1=NNC2=C(C=CC=C12)I (3-amino-7-iodoindazole hydrochloride). As a reaction SMILES: [NH2:1][C:2]1[C:10]2[C:5](=[C:6]([I:11])[CH:7]=[CH:8][CH:9]=2)[NH:4][N:3]=1.[ClH:12].C(OCC)C>C(O)C>[ClH:12].[NH2:1][C:2]1[C:10]2[C:5](=[C:6]([I:11])[CH:7]=[CH:8][CH:9]=2)[NH:4][N:3]=1 |f:4.5|. Procedure: In 50 ml of absolute ethyl alcohol was dissolved 3.6 g of the 3-amino-7-iodoindazole, and into the solution was introduced dried hydrogen chloride gas under cooling with ice. Then to the solution was added anhydrous diethyl ether to separate crystals. The crystals were obtained by filtration and dried to give 3-amino-7-iodoindazole hydrochloride having the following analytical value. Reactants: CC1(Cn2c(=O)oc3ccccc32)CO1, CC(=O)[O-], CCO, O=[N+]([O-])c1c[nH]c(Cl)n1, [Na+], O. The product is CC(O)(Cn1cc([N+](=O)[O-])nc1Cl)Cn1c(=O)oc2ccccc21. As a reaction SMILES: [CH3:10][C:11]1([CH2:14][n:15]2[c:16](=[O:24])[o:17][c:18]3[c:19]2[cH:20][cH:21][cH:22][cH:23]3)[O:12][CH2:13]1.[CH3:26][C:27](=[O:28])[O-:29].[CH3:31][CH2:32][OH:33].[Cl:1][c:2]1[nH:3][cH:4][c:5]([N+:7](=[O:8])[O-:9])[n:6]1.[Na+:25].[OH2:30]>>[Cl:1][c:2]1[n:3]([CH2:13][C:11]([CH3:10])([OH:12])[CH2:14][n:15]2[c:16](=[O:24])[o:17][c:18]3[c:19]2[cH:20][cH:21][cH:22][cH:23]3)[cH:4][c:5]([N+:7](=[O:8])[O-:9])[n:6]1.